From a dataset of the Open Reaction Database (ORD), a public repository of structured organic reaction records. describe an organic reaction: reactants, conditions, products, and yield The reactants are O=C(Cl)c1ccc(Cl)cc1, Cl, CCOC(=O)c1ccc(C(=O)CN)cc1. Product: CCOC(=O)c1ccc(C(=O)CNC(=O)c2ccc(Cl)cc2)cc1. As a reaction SMILES: [Cl:17][C:18](=[O:19])[c:20]1[cH:21][cH:22][c:23]([Cl:24])[cH:25][cH:26]1.[ClH:1].[NH2:2][CH2:3][C:4](=[O:5])[c:6]1[cH:7][cH:8][c:9]([C:10](=[O:11])[O:12][CH2:13][CH3:14])[cH:15][cH:16]1>>[NH:2]([CH2:3][C:4](=[O:5])[c:6]1[cH:7][cH:8][c:9]([C:10](=[O:11])[O:12][CH2:13][CH3:14])[cH:15][cH:16]1)[C:18](=[O:19])[c:20]1[cH:21][cH:22][c:23]([Cl:24])[cH:25][cH:26]1. Starting materials: Br, CCc1nnc(-c2ccc(OC)cc2)n1-c1ccccc1. The product is CCc1nnc(-c2ccc(O)cc2)n1-c1ccccc1. As a reaction SMILES: [BrH:22].[CH2:1]([CH3:2])[c:3]1[n:4][n:5][c:6](-[c:14]2[cH:15][cH:16][c:17]([O:20][CH3:21])[cH:18][cH:19]2)[n:7]1-[c:8]1[cH:9][cH:10][cH:11][cH:12][cH:13]1>>[CH2:1]([CH3:2])[c:3]1[n:4][n:5][c:6](-[c:14]2[cH:15][cH:16][c:17]([OH:20])[cH:18][cH:19]2)[n:7]1-[c:8]1[cH:9][cH:10][cH:11][cH:12][cH:13]1. Reaction SMILES: [CH3:1][C:2]1[CH:11]=[C:10]([N:12]2[CH2:16][CH2:15][CH2:14][CH2:13]2)[C:9]2[C:4](=[CH:5][C:6]([OH:17])=[CH:7][CH:8]=2)[N:3]=1.Br[CH2:19][C:20]1[C:21]([Cl:30])=[N:22][C:23]([C:26]([F:29])([F:28])[F:27])=[CH:24][CH:25]=1>>[Cl:30][C:21]1[C:20]([CH2:19][O:17][C:6]2[CH:5]=[C:4]3[C:9]([C:10]([N:12]4[CH2:16][CH2:15][CH2:14][CH2:13]4)=[CH:11][C:2]([CH3:1])=[N:3]3)=[CH:8][CH:7]=2)=[CH:25][CH:24]=[C:23]([C:26]([F:27])([F:28])[F:29])[N:22]=1. Reactants: CC1=NC2=CC(=CC=C2C(=C1)N1CCCC1)O (2-methyl-4-pyrrolidin-1-yl-quinolin-7-ol), BrCC=1C(=NC(=CC1)C(F)(F)F)Cl (3-bromomethyl-2-chloro-6-trifluoromethyl-pyridine). The product is ClC1=NC(=CC=C1COC1=CC=C2C(=CC(=NC2=C1)C)N1CCCC1)C(F)(F)F (7-(2-chloro-6-trifluoromethyl-pyridin-3-ylmethoxy)-2-methyl-4-pyrrolidin-1-yl-quinoline). Reported procedure: In analogy to example 6 there was prepared: on reaction of 2-methyl-4-pyrrolidin-1-yl-quinolin-7-ol with 3-bromomethyl-2-chloro-6-trifluoromethyl-pyridine, whereby the product was isolated as free base, 7-(2-chloro-6-trifluoromethyl-pyridin-3-ylmethoxy)-2-methyl-4-pyrrolidin-1-yl-quinoline as a white solid. ISP mass spectrum, m/e: 422.2 (M+1 calculated for C21H19CIF3N3O: 422). The reactants are O=Cc1nccn1C(c1ccccc1)(c1ccccc1)c1ccccc1, Cc1c2n(c3ccccc13)C(=O)CCC2, CCCCCC, CC(C)NC(C)C, [Li]CCCC, C1CCOC1, O, O=C(O)C(=O)O. The product is Cc1c2n(c3ccccc13)C(=O)C(C(O)c1nccn1C(c1ccccc1)(c1ccccc1)c1ccccc1)CC2. Reaction SMILES: [C:28]([c:29]1[cH:30][cH:31][cH:32][cH:33][cH:34]1)([c:35]1[cH:36][cH:37][cH:38][cH:39][cH:40]1)([c:41]1[cH:42][cH:43][cH:44][cH:45][cH:46]1)[n:47]1[c:48]([CH:52]=[O:53])[n:49][cH:50][cH:51]1.[CH3:13][c:14]1[c:15]2[n:16]([c:17]3[cH:18][cH:19][cH:20][cH:21][c:22]13)[C:23](=[O:27])[CH2:24][CH2:25][CH2:26]2.[CH3:65][CH2:66][CH2:67][CH2:68][CH2:69][CH3:70].[CH:1]([NH:2][CH:3]([CH3:4])[CH3:5])([CH3:6])[CH3:7].[Li:8][CH2:9][CH2:10][CH2:11][CH3:12].[O:60]1[CH2:61][CH2:62][CH2:63][CH2:64]1.[OH2:71].[OH:54][C:55]([C:56](=[O:57])[OH:58])=[O:59]>>[CH3:13][c:14]1[c:15]2[n:16]([c:17]3[cH:18][cH:19][cH:20][cH:21][c:22]13)[C:23](=[O:27])[CH:24]([CH:52]([c:48]1[n:47]([C:28]([c:29]3[cH:30][cH:31][cH:32][cH:33][cH:34]3)([c:35]3[cH:36][cH:37][cH:38][cH:39][cH:40]3)[c:41]3[cH:42][cH:43][cH:44][cH:45][cH:46]3)[cH:51][cH:50][n:49]1)[OH:53])[CH2:25][CH2:26]2. Reactants: ClCCl, CC(C)(C)OC(=O)N(c1cc(OCC(O)CN(Cc2ccccc2)C2CCC(c3ccc(OS(=O)(=O)C(F)(F)F)cc3)CC2)ccc1OCc1ccccc1)S(C)(=O)=O, O=C(O)C(F)(F)F. Yields the product CS(=O)(=O)Nc1cc(OCC(O)CN(Cc2ccccc2)C2CCC(c3ccc(OS(=O)(=O)C(F)(F)F)cc3)CC2)ccc1OCc1ccccc1. As a reaction SMILES: [Cl:60][CH2:61][Cl:62].[F:1][C:2]([S:3](=[O:4])(=[O:5])[O:6][c:7]1[cH:8][cH:9][c:10]([CH:13]2[CH2:14][CH2:15][CH:16]([N:19]([CH2:20][CH:21]([CH2:22][O:23][c:24]3[cH:25][c:26]([N:38]([S:39](=[O:40])(=[O:41])[CH3:42])[C:43]([O:44][C:45]([CH3:46])([CH3:47])[CH3:48])=[O:49])[c:27]([O:30][CH2:31][c:32]4[cH:33][cH:34][cH:35][cH:36][cH:37]4)[cH:28][cH:29]3)[OH:50])[CH2:51][c:52]3[cH:53][cH:54][cH:55][cH:56][cH:57]3)[CH2:17][CH2:18]2)[cH:11][cH:12]1)([F:58])[F:59].[OH:63][C:64]([C:65]([F:66])([F:67])[F:68])=[O:69]>>[F:1][C:2]([S:3](=[O:4])(=[O:5])[O:6][c:7]1[cH:8][cH:9][c:10]([CH:13]2[CH2:14][CH2:15][CH:16]([N:19]([CH2:20][CH:21]([CH2:22][O:23][c:24]3[cH:25][c:26]([NH:38][S:39](=[O:40])(=[O:41])[CH3:42])[c:27]([O:30][CH2:31][c:32]4[cH:33][cH:34][cH:35][cH:36][cH:37]4)[cH:28][cH:29]3)[OH:50])[CH2:51][c:52]3[cH:53][cH:54][cH:55][cH:56][cH:57]3)[CH2:17][CH2:18]2)[cH:11][cH:12]1)([F:58])[F:59]. Procedure: Epichlorohydrin (74.0 g), stearyl alcohol (54.2 g) and cetyltrimethylammonium chloride (3.2 g) were dissolved in toluene (120 ml). To this solution, a 50% aqueous solution of sodium hydroxide (80 g) was added, followed by stirring at 65° C. for 30 minutes. To this mixture, hexane (80 ml) was added, followed by stirring at 65° C. for 3.5 hours. The reaction mixture was then diluted with hexane (700 ml), followed by filtration to remove the insoluble material. The resulting filtrate was concentrat... Reagents/catalysts: [Cl-].C(CCCCCCCCCCCCCCC)[N+](C)(C)C (cetyltrimethylammonium chloride). The solvent is CCCCCC (hexane), C1(=CC=CC=C1)C (toluene), CCCCCC (hexane). The product is O1CC1COCCCCCCCCCCCCCCCCCC (1,2-epoxy-3-octadecyloxypropane). Run at temperature 65 celsius, time 30 minute. Starting materials: C(Cl)C1CO1 (Epichlorohydrin), C(CCCCCCCCCCCCCCCCC)O (stearyl alcohol), aqueous solution, [OH-].[Na+] (sodium hydroxide). Reaction SMILES: [CH2:1]([CH:3]1[O:5][CH2:4]1)Cl.[CH2:6]([OH:24])[CH2:7][CH2:8][CH2:9][CH2:10][CH2:11][CH2:12][CH2:13][CH2:14][CH2:15][CH2:16][CH2:17][CH2:18][CH2:19][CH2:20][CH2:21][CH2:22][CH3:23].[OH-].[Na+]>[Cl-].C([N+](C)(C)C)CCCCCCCCCCCCCCC.C1(C)C=CC=CC=1.CCCCCC>[O:5]1[CH:3]([CH2:1][O:24][CH2:6][CH2:7][CH2:8][CH2:9][CH2:10][CH2:11][CH2:12][CH2:13][CH2:14][CH2:15][CH2:16][CH2:17][CH2:18][CH2:19][CH2:20][CH2:21][CH2:22][CH3:23])[CH2:4]1 |f:2.3,4.5|. Reactants: 152, [OH-].[Na+] (sodium hydroxide), 249.5, C(C)(=O)O.N1CCC(CC1)CCC(=O)O (4-piperidinepropanoic acid acetate), 119.4, C(OCC)(=O)Cl (ethyl carbonochloridate), CC(C)=O.C(=O)=O (2-propanone CO2). Solvent: O1CCCC1 (tetrahydrofuran), O (water), O (water), O1CCCC1 (tetrahydrofuran). Run at time 3 hour. The product is 200, C(C)OC(=O)N1CCC(CC1)CCC(=O)O (1-(ethoxycarbonyl)-4-piperidinepropanoic acid). The yield is 93.0%. RXN SMILES: [OH-].[Na+].C(O)(=O)C.[NH:7]1[CH2:12][CH2:11][CH:10]([CH2:13][CH2:14][C:15]([OH:17])=[O:16])[CH2:9][CH2:8]1.CC(=O)C.C(=O)=O.[C:25](Cl)(=[O:29])[O:26][CH2:27][CH3:28]>O1CCCC1.O>[CH2:27]([O:26][C:25]([N:7]1[CH2:12][CH2:11][CH:10]([CH2:13][CH2:14][C:15]([OH:17])=[O:16])[CH2:9][CH2:8]1)=[O:29])[CH3:28] |f:0.1,2.3,4.5|. Reported procedure: To a stirred solution of 152 parts of sodium hydroxide in 1000 parts of water was added a solution of 249.5 parts of 4-piperidinepropanoic acid acetate (1:1) in 900 parts of water. 270 Parts of tetrahydrofuran were added. After cooling in a 2-propanone/CO2 -bath, a solution of 119.4 parts of ethyl carbonochloridate in 270 parts of tetrahydrofuran was added dropwise. Upon completion, stirring was continued for 3 hours at a temperature between 0°-5° C. The whole was washed twice with 420 parts of ... Starting materials: OCCCBr, C1CCOC1, OC1CNCC12CC2. Product: OCCCN1CC(O)C2(CC2)C1. As a reaction SMILES: [Br:9][CH2:10][CH2:11][CH2:12][OH:13].[CH2:14]1[O:15][CH2:16][CH2:17][CH2:18]1.[OH:1][CH:2]1[CH2:3][NH:4][CH2:5][C:6]12[CH2:7][CH2:8]2>>[OH:1][CH:2]1[CH2:3][N:4]([CH2:10][CH2:11][CH2:12][OH:13])[CH2:5][C:6]12[CH2:7][CH2:8]2. The reactants are CCc1ccc(N=C=O)cc1, COc1cc2nccc(Oc3ccc(N)cc3)c2cc1OC, Cc1ccccc1. Yields the product CCc1ccc(NC(=O)Nc2ccc(Oc3ccnc4cc(OC)c(OC)cc34)cc2)cc1. Reaction SMILES: [CH2:23]([CH3:24])[c:25]1[cH:26][cH:27][c:28]([N:31]=[C:32]=[O:33])[cH:29][cH:30]1.[CH3:1][O:2][c:3]1[cH:4][c:5]2[c:6]([O:15][c:16]3[cH:17][cH:18][c:19]([NH2:22])[cH:20][cH:21]3)[cH:7][cH:8][n:9][c:10]2[cH:11][c:12]1[O:13][CH3:14].[CH3:34][c:35]1[cH:36][cH:37][cH:38][cH:39][cH:40]1>>[CH3:1][O:2][c:3]1[cH:4][c:5]2[c:6]([O:15][c:16]3[cH:17][cH:18][c:19]([NH:22][C:32]([NH:31][c:28]4[cH:27][cH:26][c:25]([CH2:23][CH3:24])[cH:30][cH:29]4)=[O:33])[cH:20][cH:21]3)[cH:7][cH:8][n:9][c:10]2[cH:11][c:12]1[O:13][CH3:14]. The reactants are NC=1C=CC(=NC1)O (5-amino-2-hydroxypyridine), CC1(C2=CC=C(C=C2OC=2C=C(C=CC12)P(C1=CC=CC=C1)C1=CC=CC=C1)P(C1=CC=CC=C1)C1=CC=CC=C1)C ((9,9-dimethyl-9H-xanthene-3,6-diyl)bis(diphenylphosphine)), C(C)(C)(C)C1=CC=C(C=C1)N1C(N(C(C1=O)(C)C)CC1=CC(=NC=C1)Cl)=O (3-(4-tert-butylphenyl)-1-[(2-chloropyridin-4-yl)methyl]-5,5-dimethylimidazolidine-2,4-dione), C([O-])([O-])=O.[Cs+].[Cs+] (caesium carbonate). The reagents and catalysts are C(C)(=O)[O-].C(C)(=O)[O-].[Pd+2] (palladium diacetate). Run in O1CCOCC1 (dioxane). Reaction conditions: temperature 100 celsius. Yields the product C(C)(C)(C)C1=CC=C(C=C1)N1C(N(C(C1=O)(C)C)CC1=CC(=NC=C1)NC=1C=NC(=CC1)O)=O (3-(4-tert-butylphenyl)-1-({2-[(6-hydroxypyridin-3-yl)amino]pyridin-4-yl}methyl)-5,5-dimethylimidazolidine-2,4-dione). Yield: 5.9%. Reaction SMILES: [C:1]([C:5]1[CH:10]=[CH:9][C:8]([N:11]2[C:15](=[O:16])[C:14]([CH3:18])([CH3:17])[N:13]([CH2:19][C:20]3[CH:25]=[CH:24][N:23]=[C:22](Cl)[CH:21]=3)[C:12]2=[O:27])=[CH:7][CH:6]=1)([CH3:4])([CH3:3])[CH3:2].[NH2:28][C:29]1[CH:30]=[CH:31][C:32]([OH:35])=[N:33][CH:34]=1.C(=O)([O-])[O-].[Cs+].[Cs+].CC1(C)C2C=CC(P(C3C=CC=CC=3)C3C=CC=CC=3)=CC=2OC2C1=CC=C(P(C1C=CC=CC=1)C1C=CC=CC=1)C=2>O1CCOCC1.C([O-])(=O)C.C([O-])(=O)C.[Pd+2]>[C:1]([C:5]1[CH:10]=[CH:9][C:8]([N:11]2[C:15](=[O:16])[C:14]([CH3:18])([CH3:17])[N:13]([CH2:19][C:20]3[CH:25]=[CH:24][N:23]=[C:22]([NH:28][C:29]4[CH:34]=[N:33][C:32]([OH:35])=[CH:31][CH:30]=4)[CH:21]=3)[C:12]2=[O:27])=[CH:7][CH:6]=1)([CH3:4])([CH3:3])[CH3:2] |f:2.3.4,7.8.9|. Procedure: To a solution of 0.5 g of 3-(4-tert-butylphenyl)-1-[(2-chloropyridin-4-yl)methyl]-5,5-dimethylimidazolidine-2,4-dione obtained in stage a) of Example 7 in 15 mL of dioxane are successively added, under argon, 285 mg of 5-amino-2-hydroxypyridine, 1.6 g of caesium carbonate, 90 mg of (9,9-dimethyl-9H-xanthene-3,6-diyl)bis(diphenylphosphine) [xantphos] and 29 mg of palladium diacetate. The reaction mixture is heated at 100° C. for 1 hour, filtered and concentrated under reduced pressure. The residu...